From a dataset of the Open Reaction Database (ORD), a public repository of structured organic reaction records. describe an organic reaction: reactants, conditions, products, and yield Run in CCO (EtOH). RXN SMILES: CO[C:3]1[CH2:4][CH2:5][CH:6]([CH3:10])[CH2:7][CH2:8][N:9]=1.[Cl-:11].[NH4+:12]>CCO>[ClH:11].[CH3:10][CH:6]1[CH2:7][CH2:8][NH:9][C:3](=[NH:12])[CH2:4][CH2:5]1 |f:1.2,4.5|. Yields the product Cl.CC1CCC(NCC1)=N (hexahydro-5-methyl-1H-azepin-2-imine, monohydrochloride). Procedure details: The product of EXAMPLE 69 (750 mg, 5.3 mmol) in 3 mL of EtOH was reacted with ammonium chloride (285 mg, 5.3 mmol) by the method of EXAMPLE 27 to yield 700 mg (77%) of the title material. Reactants: COC=1CCC(CCN1)C (3,4,5,6-tetrahydro-7-methoxy-4-methyl-2H-azepine), [Cl-].[NH4+] (ammonium chloride). Isolated yield 81.2%. Reactants: ClC=1C=C(C=CC1F)C1=CN=C2N1C=CC(=C2F)C(C)(C)O (2-[3-(3-Chloro-4-fluorophenyl)-8-fluoroimidazo[1,2-α]pyridin-7-yl]-propan-2-ol), ClC=1C=CC(=C(C1)B1OCC(CO1)(C)C)F (2-(5-chloro-2-fluorophenyl)-5,5-dimethyl-[1,3,2]dioxaborinane). Product: ClC=1C=CC(=C(C1)C1=C(C=CC(=C1)C1=CN=C2N1C=CC(=C2F)C(C)(C)O)F)F (2-[3-(5′-chloro-2,2′-difluorobiphenyl-5-yl)-8-fluoroimidazo[1,2-α]pyridin-7-yl]propan-2-ol). The yield is 3.0%. Reaction SMILES: Cl[C:2]1[CH:3]=[C:4]([C:9]2[N:13]3[CH:14]=[CH:15][C:16]([C:19]([OH:22])([CH3:21])[CH3:20])=[C:17]([F:18])[C:12]3=[N:11][CH:10]=2)[CH:5]=[CH:6][C:7]=1[F:8].[Cl:23][C:24]1[CH:25]=[CH:26][C:27]([F:38])=[C:28](B2OCC(C)(C)CO2)[CH:29]=1>>[Cl:23][C:24]1[CH:29]=[CH:28][C:27]([F:38])=[C:26]([C:2]2[CH:3]=[C:4]([C:9]3[N:13]4[CH:14]=[CH:15][C:16]([C:19]([OH:22])([CH3:21])[CH3:20])=[C:17]([F:18])[C:12]4=[N:11][CH:10]=3)[CH:5]=[CH:6][C:7]=2[F:8])[CH:25]=1. Procedure details: 2-[3-(3-Chloro-4-fluorophenyl)-8-fluoroimidazo[1,2-α]pyridin-7-yl]-propan-2-ol and 2-(5-chloro-2-fluorophenyl)-5,5-dimethyl-[1,3,2]dioxaborinane were coupled in the same way as in Example 30 to give 2-[3-(5′-chloro-2,2′-difluorobiphenyl-5-yl)-8-fluoroimidazo[1,2-α]pyridin-7-yl]propan-2-ol as an off-white solid (6 mg, 3%): m/z (ES+) 417 [MH+]. Starting materials: Cc1cc(C(=O)O)ccc1Br, C1COCCO1, CCO, Cc1cc(B2OC(C)(C)C(C)(C)O2)cc(C)c1OCCNC(C)C(O)c1ccc(O)cc1, [Cs+], [F-], C1CCOC1, O, c1ccc(P(c2ccccc2)(c2ccccc2)[Pd](P(c2ccccc2)(c2ccccc2)c2ccccc2)(P(c2ccccc2)(c2ccccc2)c2ccccc2)P(c2ccccc2)(c2ccccc2)c2ccccc2)cc1. Yields the product Cc1cc(C(=O)O)ccc1-c1cc(C)c(OCCNC(C)C(O)c2ccc(O)cc2)c(C)c1. RXN SMILES: [Br:33][c:34]1[c:35]([CH3:43])[cH:36][c:37]([C:38](=[O:39])[OH:40])[cH:41][cH:42]1.[CH2:46]1[O:47][CH2:48][CH2:49][O:50][CH2:51]1.[CH3:135][CH2:136][OH:137].[CH3:1][c:2]1[c:3]([O:4][CH2:5][CH2:6][NH:7][CH:8]([CH:9]([OH:10])[c:11]2[cH:12][cH:13][c:14]([OH:17])[cH:15][cH:16]2)[CH3:18])[c:19]([CH3:32])[cH:20][c:21]([B:23]2[O:24][C:25]([CH3:26])([CH3:27])[C:28]([CH3:29])([CH3:30])[O:31]2)[cH:22]1.[Cs+:45].[F-:44].[O:52]1[CH2:53][CH2:54][CH2:55][CH2:56]1.[OH2:134].[cH:57]1[cH:58][cH:59][c:60]([P:61]([Pd:62]([P:63]([c:64]2[cH:65][cH:66][cH:67][cH:68][cH:69]2)([c:70]2[cH:71][cH:72][cH:73][cH:74][cH:75]2)[c:76]2[cH:77][cH:78][cH:79][cH:80][cH:81]2)([P:82]([c:83]2[cH:84][cH:85][cH:86][cH:87][cH:88]2)([c:89]2[cH:90][cH:91][cH:92][cH:93][cH:94]2)[c:95]2[cH:96][cH:97][cH:98][cH:99][cH:100]2)[P:101]([c:102]2[cH:103][cH:104][cH:105][cH:106][cH:107]2)([c:108]2[cH:109][cH:110][cH:111][cH:112][cH:113]2)[c:114]2[cH:115][cH:116][cH:117][cH:118][cH:119]2)([c:120]2[cH:121][cH:122][cH:123][cH:124][cH:125]2)[c:126]2[cH:127][cH:128][cH:129][cH:130][cH:131]2)[cH:132][cH:133]1>>[CH3:1][c:2]1[c:3]([O:4][CH2:5][CH2:6][NH:7][CH:8]([CH:9]([OH:10])[c:11]2[cH:12][cH:13][c:14]([OH:17])[cH:15][cH:16]2)[CH3:18])[c:19]([CH3:32])[cH:20][c:21](-[c:34]2[c:35]([CH3:43])[cH:36][c:37]([C:38](=[O:39])[OH:40])[cH:41][cH:42]2)[cH:22]1.